This data is from the Open Reaction Database (ORD), a public repository of structured organic reaction records. The task is: describe an organic reaction: reactants, conditions, products, and yield The reactants are CI, Cc1ccc(-c2ccc3c(c2)C=C(C(=O)Nc2ccc(CN4CCCCC4)cc2)C3)cc1, CN(C)C=O. Yields the product [I-], Cc1ccc(-c2ccc3c(c2)C=C(C(=O)Nc2ccc(C[N+]4(C)CCCCC4)cc2)C3)cc1. As a reaction SMILES: [CH3:33][I:34].[N:1]1([CH2:7][c:8]2[cH:9][cH:10][c:11]([NH:14][C:15](=[O:16])[C:17]3=[CH:25][c:24]4[c:19]([cH:20][cH:21][c:22](-[c:26]5[cH:27][cH:28][c:29]([CH3:32])[cH:30][cH:31]5)[cH:23]4)[CH2:18]3)[cH:12][cH:13]2)[CH2:2][CH2:3][CH2:4][CH2:5][CH2:6]1.[O:35]=[CH:36][N:37]([CH3:38])[CH3:39]>>[I-:34].[N+:1]1([CH2:7][c:8]2[cH:9][cH:10][c:11]([NH:14][C:15](=[O:16])[C:17]3=[CH:25][c:24]4[c:19]([cH:20][cH:21][c:22](-[c:26]5[cH:27][cH:28][c:29]([CH3:32])[cH:30][cH:31]5)[cH:23]4)[CH2:18]3)[cH:12][cH:13]2)([CH3:33])[CH2:2][CH2:3][CH2:4][CH2:5][CH2:6]1. Reactants: [BH4-], CC(=O)c1ccc(-c2ccc(C(=O)OCc3ccccc3)cc2)cc1, CCO, [Na+], C1CCOC1. The product is CC(O)c1ccc(-c2ccc(C(=O)OCc3ccccc3)cc2)cc1. RXN SMILES: [BH4-:31].[C:1]([CH3:2])(=[O:3])[c:4]1[cH:5][cH:6][c:7](-[c:10]2[cH:11][cH:12][c:13]([C:16](=[O:17])[O:18][CH2:19][c:20]3[cH:21][cH:22][cH:23][cH:24][cH:25]3)[cH:14][cH:15]2)[cH:8][cH:9]1.[CH3:33][CH2:34][OH:35].[Na+:32].[O:26]1[CH2:27][CH2:28][CH2:29][CH2:30]1>>[CH:1]([CH3:2])([OH:3])[c:4]1[cH:5][cH:6][c:7](-[c:10]2[cH:11][cH:12][c:13]([C:16](=[O:17])[O:18][CH2:19][c:20]3[cH:21][cH:22][cH:23][cH:24][cH:25]3)[cH:14][cH:15]2)[cH:8][cH:9]1. Reactants: C(C)OC(=O)N1CCC2=C(C=3C(C(CC3C=C2)(F)F)C2=CC=CC=C2)CC1 (2,2-Difluoro-1-phenyl-1,3,6,7,9,10-hexahydro-2H-8-aza-cyclohepta[e]indene-8-carboxylic acid ethyl ester), Br (HBr). Run in C(C)(=O)O (acetic acid). Reaction conditions: temperature 60 celsius. Product: FC1(CC=2C=CC3=C(C2C1C1=CC=CC=C1)CCNCC3)F (2,2-Difluoro-1-phenyl-1,2,3,6,7,8,9,10-octahydro-8-aza-cyclohepta[e]indene). Isolated yield 92.6%. Reaction SMILES: C(OC([N:6]1[CH2:27][CH2:26][C:10]2[C:11]3[CH:12]([C:20]4[CH:25]=[CH:24][CH:23]=[CH:22][CH:21]=4)[C:13]([F:19])([F:18])[CH2:14][C:15]=3[CH:16]=[CH:17][C:9]=2[CH2:8][CH2:7]1)=O)C.Br>C(O)(=O)C>[F:19][C:13]1([F:18])[CH:12]([C:20]2[CH:25]=[CH:24][CH:23]=[CH:22][CH:21]=2)[C:11]2[C:10]3[CH2:26][CH2:27][NH:6][CH2:7][CH2:8][C:9]=3[CH:17]=[CH:16][C:15]=2[CH2:14]1. Procedure: Into a 250 ml flask, the product from step (e) (3.75 g, 10.10 mmol) dissolved in acetic acid (50 ml) and HBr (33% in acetic acid, 50 ml) was added. The reaction mixture was heated to 60° C. for 6 hours. The reaction mixture was cooled and the volatiles were evaporated in vacuo. The crude product was dissolved in water (100 ml) and washed with diethyl ether (3×). The aqueous layer was basified with 2M NaOH to pH 10 and then extracted with DCM (3×). The combined DCM extracts were washed with brine... Starting materials: BrC1=CC=C(C(=N)N)C=C1 (4-Bromo-benzamidine), C([O-])([O-])=O.[K+].[K+] (potassium carbonate), C(C)(C)(C)OC(=O)N1C(CCC1)C(CCl)=O (2-(2-Chloro-acetyl)-pyrrolidine-1-carboxylic acid tert-butyl ester). Run in O (H2O), C1CCOC1 (THF), C1CCOC1 (THF). Run at temperature 65 celsius. The product is C(C)(C)(C)OC(=O)N1C(CCC1)C=1NC(=NC1)C1=CC=C(C=C1)Br (2-[2-(4-Bromo-phenyl)-3H-imidazol-4-yl]-pyrrolidine-1-carboxylic acid tert-butyl ester). Isolated yield 44.7%. As a reaction SMILES: [Br:1][C:2]1[CH:10]=[CH:9][C:5]([C:6]([NH2:8])=[NH:7])=[CH:4][CH:3]=1.C(=O)([O-])[O-].[K+].[K+].[C:17]([O:21][C:22]([N:24]1[CH2:28][CH2:27][CH2:26][CH:25]1[C:29](=O)[CH2:30]Cl)=[O:23])([CH3:20])([CH3:19])[CH3:18]>O.C1COCC1>[C:17]([O:21][C:22]([N:24]1[CH2:28][CH2:27][CH2:26][CH:25]1[C:29]1[NH:7][C:6]([C:5]2[CH:9]=[CH:10][C:2]([Br:1])=[CH:3][CH:4]=2)=[N:8][CH:30]=1)=[O:23])([CH3:20])([CH3:19])[CH3:18] |f:1.2.3|. Reported procedure: A mixture of 4-Bromo-benzamidine (0.202 g) and potassium carbonate (0.237 g) in H2O (0.286 mL) and THF (1.1 mL) was heated to 65° C. 2-(2-Chloro-acetyl)-pyrrolidine-1-carboxylic acid tert-butyl ester (0.106 g) in THF (0.7 mL) was added over 1 hour and reaction mixture heated at 65° C. for 18 hours. Reaction mixture was concentrated to ˜0.5 mL and extracted with ethyl acetate. Organic layer was washed with H2O, brine and dried (MgSO4), concentrated and purified by flash column chromatography (sil... Reactants: CC(C)(C)OC(=O)N1CC2CC2(CN2C(=O)c3ccccc3C2=O)C1c1ccccc1, CCO, NN. Yields the product CC(C)(C)OC(=O)N1CC2CC2(CN)C1c1ccccc1. As a reaction SMILES: [C:1]([CH3:2])([CH3:3])([CH3:4])[O:5][C:6](=[O:7])[N:8]1[CH:9]([c:26]2[cH:27][cH:28][cH:29][cH:30][cH:31]2)[C:10]2([CH2:14][N:15]3[C:16](=[O:17])[c:18]4[c:19]([cH:20][cH:21][cH:22][cH:23]4)[C:24]3=[O:25])[CH2:11][CH:12]2[CH2:13]1.[CH3:34][CH2:35][OH:36].[NH2:32][NH2:33]>>[C:1]([CH3:2])([CH3:3])([CH3:4])[O:5][C:6](=[O:7])[N:8]1[CH:9]([c:26]2[cH:27][cH:28][cH:29][cH:30][cH:31]2)[C:10]2([CH2:14][NH2:15])[CH2:11][CH:12]2[CH2:13]1. Reactants: C(C)OC(CCC1=C(C=C(C(=O)O)C=C1)OC)=O (4-(3-ethoxy-3-oxopropyl)-3-methoxybenzoic acid), Cl (hydrochloric acid), ClC(=O)OCC (ethyl chloroformate), [BH4-].[Na+] (sodium borohydride). Solvent: O1CCCC1 (tetrahydrofuran), C(C)N(CC)CC (triethylamine), O (water), C(C)(=O)OCC (ethyl acetate), O (water). The product is OCC1=CC(=C(C=C1)CCC(=O)OCC)OC (ethyl 3-[4-(hydroxymethyl)-2-methoxyphenyl]propanoate). The yield is 99.8%. Reaction SMILES: [CH2:1]([O:3][C:4](=[O:18])[CH2:5][CH2:6][C:7]1[CH:15]=[CH:14][C:10]([C:11](O)=[O:12])=[CH:9][C:8]=1[O:16][CH3:17])[CH3:2].ClC(OCC)=O.[BH4-].[Na+].Cl>O1CCCC1.C(N(CC)CC)C.O.C(OCC)(=O)C>[OH:12][CH2:11][C:10]1[CH:14]=[CH:15][C:7]([CH2:6][CH2:5][C:4]([O:3][CH2:1][CH3:2])=[O:18])=[C:8]([O:16][CH3:17])[CH:9]=1 |f:2.3|. Procedure: 1.58 g of 4-(3-ethoxy-3-oxopropyl)-3-methoxybenzoic acid was dissolved in 16 mL of tetrahydrofuran, to which 0.96 mL of triethylamine was added dropwise at −10° C. and then 0.63 mL of ethyl chloroformate was added dropwise at −20° C., followed by addition thereto of 0.47 g of sodium borohydride in an ice bath, and this solution was stirred for 30 minutes at the same temperature. The reaction mixture, to which water was added dropwise before adding ethyl acetate and water thereto, was adjusted to...